Dataset: the Open Reaction Database (ORD), a public repository of structured organic reaction records. Task: describe an organic reaction: reactants, conditions, products, and yield The reactants are CO (methanol), C1(OCCO1)=O (ethylene carbonate), CO (methanol), C1(OCCO1)=O (ethylene carbonate), CO (methanol), C1(OCCO1)=O (ethylene carbonate), CO (methanol). The solvent is C(CO)O (ethylene glycol). Product: C(OC)(OC)=O (dimethyl carbonate), C1(OCCO1)=O (ethylene carbonate). As a reaction SMILES: CO.[C:3]1(=[O:8])[O:7][CH2:6][CH2:5][O:4]1>C(O)CO>[C:3](=[O:8])([O:7][CH3:6])[O:4][CH3:5].[C:3]1(=[O:8])[O:7][CH2:6][CH2:5][O:4]1. Procedure: More specifically, methanol and ethylene carbonate are fed into the transesterification reactor "A" in FIG. 1 in streams adjusted to maintain a mole ratio of methanol to ethylene carbonate of between 1:2 and 1:5. The reactor is maintained at a temperature of from 0° C. to 150° C. and a pressure of 0-5000 psig, and the methanol and ethylene carbonate are passed over a heterogeneous catalyst, producing as effluents methanol, dimethyl carbonate, ethylene glycol and ethylene carbonate. These effluen...